Dataset: the Open Reaction Database (ORD), a public repository of structured organic reaction records. Task: describe an organic reaction: reactants, conditions, products, and yield Starting materials: O1C2C1CCC=CCCC=CCC2 (1,2-epoxy-5,9-cyclododecadiene), O1C2C1CCC=CCCC=CCC2 (1,2-epoxy-5,9-cyclododecadiene), C1(CCCCCCCCCCC1)=O (cyclododecanone), [H][H] (hydrogen), [H][H] (hydrogen), C1(CCCCCCCCCCC1)=O (CDON). Run at temperature 70 celsius. The product is C1(CCCCCCCCCCC1)O (cyclododecanol). RXN SMILES: [O:1]1[CH:3]2[CH2:4][CH2:5][CH:6]=[CH:7][CH2:8][CH2:9][CH:10]=[CH:11][CH2:12][CH2:13][CH:2]12.[H][H].C1(=O)CCCCCCCCCCC1>>[CH:2]1([OH:1])[CH2:13][CH2:12][CH2:11][CH2:10][CH2:9][CH2:8][CH2:7][CH2:6][CH2:5][CH2:4][CH2:3]1. Procedure details: In an SUS-made autoclave having an inner volume of 100 ml and equipped with a stirrer, 20 g (0.112 mol) of 1,2-epoxy-5,9-cyclododecadiene and 0.08 g of a 5 mass % Pt/C catalyst (50% hydrous product, produced by N.E. Chemcat Corporation; 0.0102 mmol as platinum atom) were added and after pressurizing to 5 MPa with hydrogen at room temperature, heated to a temperature of 70° C. Under the same pressure, the contents were heated with stirring until the hydrogen absorption did not occur. After the co... Reported procedure: Reacting the compound obtained in Example 21 with ammonia or morpholine, as described in Example 7, gives 3-(2-thienyl)-4-aminoacetylpiperazin-2-one: melting point: 130° C. (decomposition), or 3-(2-thienyl)-4-(morpholinomethylcarbonyl)-piperazin-2-one: melting point: 144°-146° C., respectively. Starting materials: S1C(=CC=C1)C1C(NCCN1C(CCl)=O)=O (3-(2-thienyl)-4-chloroacetylpiperazin-2-one), N (ammonia), N1CCOCC1 (morpholine). As a reaction SMILES: [S:1]1[CH:5]=[CH:4][CH:3]=[C:2]1[CH:6]1[N:11]([C:12](=[O:15])[CH2:13]Cl)[CH2:10][CH2:9][NH:8][C:7]1=[O:16].N.[NH:18]1CCOCC1>>[S:1]1[CH:5]=[CH:4][CH:3]=[C:2]1[CH:6]1[N:11]([C:12](=[O:15])[CH2:13][NH2:18])[CH2:10][CH2:9][NH:8][C:7]1=[O:16]. Yields the product S1C(=CC=C1)C1C(NCCN1C(CN)=O)=O (3-(2-thienyl)-4-aminoacetylpiperazin-2-one). The reactants are ClCC1=CC=CC2=CC=C(C=C12)OC (1-(Chloromethyl)-7-methoxynaphthalene), CS(=O)C (DMSO), O (water), [C-]#N.[K+] (potassium cyanide). Solvent: CC(C)(C)OC.O (MTBE water). Conditions: temperature 65 celsius. The product is COC1=CC=C2C=CC=C(C2=C1)CC#N ((7-Methoxy-1-naphthyl)acetonitrile). Reaction SMILES: Cl[CH2:2][C:3]1[C:12]2[C:7](=[CH:8][CH:9]=[C:10]([O:13][CH3:14])[CH:11]=2)[CH:6]=[CH:5][CH:4]=1.CS(C)=O.O.[C-:20]#[N:21].[K+]>CC(OC)(C)C.O>[CH3:14][O:13][C:10]1[CH:11]=[C:12]2[C:7]([CH:6]=[CH:5][CH:4]=[C:3]2[CH2:2][C:20]#[N:21])=[CH:8][CH:9]=1 |f:3.4,5.6|. Reported procedure: To a solution of the compound obtained in Step B (100 g) in 30 mug of DMSO and 5 ml/g of water there are added 1.2 equivalents of potassium cyanide (37.8 g). The reaction mixture is heated to 65° C. and maintained at 65° C. for 3 hours. After returning to ambient temperature, an MTBE/water (1/1) binary system is added to the mixture. The aqueous phase is removed. The organic phase is washed several times with water and then with saturated NaCl solution. The solvents are distilled off and the tit...